From a dataset of the Open Reaction Database (ORD), a public repository of structured organic reaction records. describe an organic reaction: reactants, conditions, products, and yield Reaction SMILES: [NH2:1][C:2]1[N:7]=[CH:6][C:5]2[CH:8]([C:11]([OH:13])=[O:12])[CH2:9][CH2:10][C:4]=2[CH:3]=1.[CH3:14][Si](C=[N+]=[N-])(C)C>CO.C(OCC)C>[NH2:1][C:2]1[N:7]=[CH:6][C:5]2[CH:8]([C:11]([O:13][CH3:14])=[O:12])[CH2:9][CH2:10][C:4]=2[CH:3]=1. Solvent: CO (methanol), C(C)OCC (diethyl ether). Reactants: NC1=CC2=C(C=N1)C(CC2)C(=O)O (3-amino-6,7-dihydro-5H-cyclopenta[c]pyridine-7-carboxylic acid), C[Si](C)(C)C=[N+]=[N-] (trimethylsilyl diazomethane). Procedure: To a solution of 3-amino-6,7-dihydro-5H-cyclopenta[c]pyridine-7-carboxylic acid from Step F in methanol (10 mL) was treated dropwise with a solution of trimethylsilyl diazomethane in diethyl ether (2.0 M, 1.96 mL) at 0° C. After complete addition, the reaction warmed to room temperature and stirred 30 min, then was concentrated. The resulting residue was dried under high vacuum to afford methyl 3-amino-6,7-dihydro-5H-cyclopenta[c]pyridine-7-carboxylate. 1H NMR (500 MHz, CDCl3), δ 8.26 (s, 1H), 8... Conditions: time 30 minute. The product is NC1=CC2=C(C=N1)C(CC2)C(=O)OC (methyl 3-amino-6,7-dihydro-5H-cyclopenta[c]pyridine-7-carboxylate). Reactants: 3, CNC (Dimethylamine), CN(C)[Si](C)(C)N(C)C (bis(dimethylamino)dimethylsilane), O1CCCC1 (tetrahydrofuran). Run in C(C)O (ethanol). Yields the product C[SiH](OCCN(C)C)C (Dimethyl(dimethylamino)ethoxysilane). As a reaction SMILES: CN([Si:4](N(C)C)([CH3:6])[CH3:5])C.[O:10]1CC[CH2:12][CH2:11]1.[CH3:15][NH:16][CH3:17]>C(O)C>[CH3:5][SiH:4]([CH3:6])[O:10][CH2:11][CH2:12][N:16]([CH3:17])[CH3:15]. Procedure details: A 2 L 3 neck flask equipped with a magnetic stirrer, Frederich's condensor and an addition funnel was charged with 361 mls of bis(dimethylamino)dimethylsilane and an equal volume of tetrahydrofuran. At ambient temperature, 116 mls of anhydrous ethanol was added over one hour. Dimethylamine evolved. The mixture was transferred to a single neck flask and distilled. 264 g of dimethyl(dimethylamino)ethoxysilane, (b.p. 115°-118° C.), was recovered. The reactants are C1(=CC=CC2=CC=CC=C12)CC(=S)O (1-naphthylthioacetic acid), C(=O)(N1C=NC=C1)N1C=NC=C1 (carbonyldiimidazole), C(CCCC)NCCN (N-pentylethylenediamine). The solvent is O1CCCC1 (tetrahydrofuran). Run at time 0.5 hour. Yields the product C(CCCC)NCCNC(CC1=CC=CC2=CC=CC=C12)=S (N-[2-(pentylamino)ethyl]-l-naphthylthioacetamide). Isolated yield 45.5%. RXN SMILES: [C:1]1([CH2:11][C:12](O)=[S:13])[C:10]2[C:5](=[CH:6][CH:7]=[CH:8][CH:9]=2)[CH:4]=[CH:3][CH:2]=1.C(N1C=CN=C1)(N1C=CN=C1)=O.[CH2:27]([NH:32][CH2:33][CH2:34][NH2:35])[CH2:28][CH2:29][CH2:30][CH3:31]>O1CCCC1>[CH2:27]([NH:32][CH2:33][CH2:34][NH:35][C:12](=[S:13])[CH2:11][C:1]1[C:10]2[C:5](=[CH:6][CH:7]=[CH:8][CH:9]=2)[CH:4]=[CH:3][CH:2]=1)[CH2:28][CH2:29][CH2:30][CH3:31]. Reported procedure: In 10 ml of anhydrous tetrahydrofuran was dissolved 1.5 g of 1-naphthylthioacetic acid and 1.16 g of carbonyldiimidazole was added to the solution followed by stirring at room temperature for 0.5 hours. After 1.08 g of N-pentylethylenediamine was added to the reaction solution, the mixture was stirred at room temperature overnight. The solvent was distilled off under reduced pressure followed by extraction with water and ethyl ether. After the organic layer was taken by fractionation, the organi... The reactants are O (water), NC1=CC=C(C=C1)NC1=CC(=C(C=N1)CC(=O)N)NCC1=CC=CC=C1 (6-[(4-aminophenyl)amino]-4-(benzylamino) pyridine-3-carboxyamide), C(=O)(OC(C)(C)C)N1CCC(CC1)=O (1-Boc-4-piperidone), C(C)(=O)O[BH-](OC(C)=O)OC(C)=O.[Na+] (sodium triacetoxyborohydride). Solvent: C1(=CC=CC=C1)C (toluene), O1CCCC1 (tetrahydrofuran). Conditions: time 19 hour. Yields the product C(C1=CC=CC=C1)NC1=C(C=NC(=C1)NC1=CC=C(C=C1)NC1CCN(CC1)C(=O)OC(C)(C)C)CC(=O)N (4-(benzylamino)-6-({4-(1-(tert-butoxycarbonyl)piperidin-4-ylamino]phenyl}amino)pyridine-3-carboxyamide). The yield is 61.1%. As a reaction SMILES: [NH2:1][C:2]1[CH:7]=[CH:6][C:5]([NH:8][C:9]2[N:14]=[CH:13][C:12]([CH2:15][C:16]([NH2:18])=[O:17])=[C:11]([NH:19][CH2:20][C:21]3[CH:26]=[CH:25][CH:24]=[CH:23][CH:22]=3)[CH:10]=2)=[CH:4][CH:3]=1.[C:27]([N:34]1[CH2:39][CH2:38][C:37](=O)[CH2:36][CH2:35]1)([O:29][C:30]([CH3:33])([CH3:32])[CH3:31])=[O:28].C(O[BH-](OC(=O)C)OC(=O)C)(=O)C.[Na+].O>C1(C)C=CC=CC=1.O1CCCC1>[CH2:20]([NH:19][C:11]1[CH:10]=[C:9]([NH:8][C:5]2[CH:4]=[CH:3][C:2]([NH:1][CH:37]3[CH2:38][CH2:39][N:34]([C:27]([O:29][C:30]([CH3:33])([CH3:32])[CH3:31])=[O:28])[CH2:35][CH2:36]3)=[CH:7][CH:6]=2)[N:14]=[CH:13][C:12]=1[CH2:15][C:16]([NH2:18])=[O:17])[C:21]1[CH:22]=[CH:23][CH:24]=[CH:25][CH:26]=1 |f:2.3|. Procedure: 30 mg of 6-[(4-aminophenyl)amino]-4-(benzylamino) pyridine-3-carboxyamide (Example 65) was dissolved in 2 mL of toluene and 2 mL of tetrahydrofuran, to which 54 mg of 1-Boc-4-piperidone and 38 mg of sodium triacetoxyborohydride were added, and stirred at room temperature for 19 hours. To the reaction mixture, water was added, extracted with chloroform, and dried on anhydrous sodium sulfate. The solvent was evaporated, and the residue was purified by silica gel thin layer chromatography (chlorofo... The reactants are O=C([O-])[O-], CC(=O)c1ccc([N+](=O)[O-])c(Cl)c1, [K+], [K+], Oc1ccccc1, Cc1ccccc1C. The product is CC(=O)c1ccc([N+](=O)[O-])c(Oc2ccccc2)c1. Reaction SMILES: [C:21](=[O:22])([O-:23])[O-:24].[Cl:1][c:2]1[cH:3][c:4]([C:11]([CH3:12])=[O:13])[cH:5][cH:6][c:7]1[N+:8](=[O:9])[O-:10].[K+:25].[K+:26].[OH:14][c:15]1[cH:16][cH:17][cH:18][cH:19][cH:20]1.[c:27]1([CH3:28])[c:29]([CH3:30])[cH:31][cH:32][cH:33][cH:34]1>>[c:2]1([O:14][c:15]2[cH:16][cH:17][cH:18][cH:19][cH:20]2)[cH:3][c:4]([C:11]([CH3:12])=[O:13])[cH:5][cH:6][c:7]1[N+:8](=[O:9])[O-:10]. Reactants: C(C1=CC=CO1)Br (furfuryl bromide), C(C1=CC=CO1)OCC1=CC=CO1 (difurfuryl ether), CC1=CC=C(CBr)O1 (5-methyl-furfuryl bromide). The solvent is CCOCC (ether). Product: C(C1=CC=CO1)OCC1=CC=C(O1)C (5-Methyl-furfuryl furfuryl ether), crude mixture. As a reaction SMILES: [CH2:1]([O:7][CH2:8][C:9]1[O:13][CH:12]=[CH:11][CH:10]=1)[C:2]1[O:6][CH:5]=[CH:4][CH:3]=1.[CH3:14]C1OC(CBr)=CC=1.C(Br)C1OC=CC=1>CCOCC>[CH2:8]([O:7][CH2:1][C:2]1[O:6][C:5]([CH3:14])=[CH:4][CH:3]=1)[C:9]1[O:13][CH:12]=[CH:11][CH:10]=1. Procedure details: d. 5-Methyl-furfuryl furfuryl ether is prepared by the procedure described by J. E. Zanetti in J.Am.Chem.Soc. 49, 1066 (1927) for the difurfuryl ether, starting with 5-methyl-furfuryl bromide (Compt, Rend. 222, 1441 (1946) instead of furfuryl bromide of Zanetti. The product was isolated by ether extraction of the crude mixture after having diluted with water. For purification the ether extract was distilled twice -- b.p. 68°-70°C. at 0.01 mm./Hg vacuum. The product was a viscous colourless liqui... The reactants are ClC1=CC2=C(C(CC3=C(S2)C=CC=C3)N3CCN(CC3)C(=O)OCC)C=C1Cl (7,8-dichloro-10-(4-ethoxycarbonylpiperazino)-10,11-dihydrodibenzo(b,f)thiepine), [OH-].[K+] (potassium hydroxide), C(C)O (ethanol), C1=CC=CC=C1 (benzene). Yields the product ClC1=CC2=C(C(CC3=C(S2)C=CC=C3)N3CCNCC3)C=C1Cl (7,8-Dichloro-10-piperazino-10,11-dihydrodibenzo(b,f)thiepine). Reported procedure: The same product was prepared by the following procedure: A mixture of crude 7,8-dichloro-10-(4-ethoxycarbonylpiperazino)-10,11-dihydrodibenzo(b,f)thiepine (3.5 g) (prepared according to the preceding Example), potassium hydroxide (1.75 g) and ethanol (3.5 ml) was refluxed for 3 hours in a bath heated to 120°-125° C. The reaction mixture was cooled and shaken with benzene and water. The isolation procedure is the same as described in the preceding Examples, yielding the crude base in an almost t... Solvent: O (water). Reaction SMILES: [Cl:1][C:2]1[C:27]([Cl:28])=[CH:26][C:5]2[CH:6]([N:15]3[CH2:20][CH2:19][N:18](C(OCC)=O)[CH2:17][CH2:16]3)[CH2:7][C:8]3[CH:14]=[CH:13][CH:12]=[CH:11][C:9]=3[S:10][C:4]=2[CH:3]=1.[OH-].[K+].C(O)C.C1C=CC=CC=1>O>[Cl:1][C:2]1[C:27]([Cl:28])=[CH:26][C:5]2[CH:6]([N:15]3[CH2:16][CH2:17][NH:18][CH2:19][CH2:20]3)[CH2:7][C:8]3[CH:14]=[CH:13][CH:12]=[CH:11][C:9]=3[S:10][C:4]=2[CH:3]=1 |f:1.2|.